This data is from the Open Reaction Database (ORD), a public repository of structured organic reaction records. The task is: describe an organic reaction: reactants, conditions, products, and yield Reactants: COC1CCN(C(=O)OC(C)(C)C)CC1CN=[N+]=[N-], CCOC(C)=O. Product: COC1CCN(C(=O)OC(C)(C)C)CC1CN. As a reaction SMILES: [C:1]([CH3:2])([CH3:3])([CH3:4])[O:5][C:6](=[O:7])[N:8]1[CH2:9][CH:10]([CH2:16][N:17]=[N+:18]=[N-:19])[CH:11]([O:14][CH3:15])[CH2:12][CH2:13]1.[CH3:20][CH2:21][O:22][C:23](=[O:24])[CH3:25]>>[C:1]([CH3:2])([CH3:3])([CH3:4])[O:5][C:6](=[O:7])[N:8]1[CH2:9][CH:10]([CH2:16][NH2:17])[CH:11]([O:14][CH3:15])[CH2:12][CH2:13]1.